Dataset: the Open Reaction Database (ORD), a public repository of structured organic reaction records. Task: describe an organic reaction: reactants, conditions, products, and yield The reactants are CC[O-], CCN(CC)CCCCl, Cl, [Na+], O=C1NC(=O)C(Cc2c[nH]c3ccccc23)N1. Product: CCN(CC)CCCN1C(=O)NC(Cc2c[nH]c3ccccc23)C1=O. Reaction SMILES: [CH3:28][CH2:29][O-:30].[Cl:19][CH2:20][CH2:21][CH2:22][N:23]([CH2:24][CH3:25])[CH2:26][CH3:27].[ClH:18].[Na+:31].[nH:1]1[cH:2][c:3]([CH2:10][CH:11]2[C:12](=[O:17])[NH:13][C:14](=[O:16])[NH:15]2)[c:4]2[cH:5][cH:6][cH:7][cH:8][c:9]12>>[nH:1]1[cH:2][c:3]([CH2:10][CH:11]2[C:12](=[O:17])[N:13]([CH2:20][CH2:21][CH2:22][N:23]([CH2:24][CH3:25])[CH2:26][CH3:27])[C:14](=[O:16])[NH:15]2)[c:4]2[cH:5][cH:6][cH:7][cH:8][c:9]12.